This data is from the Open Reaction Database (ORD), a public repository of structured organic reaction records. The task is: describe an organic reaction: reactants, conditions, products, and yield Starting materials: C(C1=CC=CC=C1)(C1=CC=CC=C1)N1C(NC(C(=C1)I)=O)=O (1-benzhydryl-5-iodo-pyrimidine-2,4-dione), FC(C1=CC=C(C=C1)B(O)O)(F)F (4-(trifluoromethyl)phenylboronic acid). Yields the product C(C1=CC=CC=C1)(C1=CC=CC=C1)N1C(NC(C(=C1)C1=CC=C(C=C1)C(F)(F)F)=O)=O (1-benzhydryl-5-[4-(trifluoromethyl)phenyl]pyrimidine-2,4-dione). The yield is 43.3%. Reaction SMILES: [CH:1]([N:14]1[CH:19]=[C:18](I)[C:17](=[O:21])[NH:16][C:15]1=[O:22])([C:8]1[CH:13]=[CH:12][CH:11]=[CH:10][CH:9]=1)[C:2]1[CH:7]=[CH:6][CH:5]=[CH:4][CH:3]=1.[F:23][C:24]([F:35])([F:34])[C:25]1[CH:30]=[CH:29][C:28](B(O)O)=[CH:27][CH:26]=1>>[CH:1]([N:14]1[CH:19]=[C:18]([C:28]2[CH:29]=[CH:30][C:25]([C:24]([F:35])([F:34])[F:23])=[CH:26][CH:27]=2)[C:17](=[O:21])[NH:16][C:15]1=[O:22])([C:8]1[CH:13]=[CH:12][CH:11]=[CH:10][CH:9]=1)[C:2]1[CH:7]=[CH:6][CH:5]=[CH:4][CH:3]=1. Procedure: The title compound was obtained according to the procedure described for the synthesis of Example 14 (Step 2), starting from 1-benzhydryl-5-iodo-pyrimidine-2,4-dione (0.33 g, 0.82 mmol) and 4-(trifluoromethyl)phenylboronic acid (0.23 g, 1.22 mmol). The crude was purified by column chromatography using a Teledyne ISCO apparatus (cyclohexane:EtOAc 70:30) to afford the title compound (0.15 g, 45%) as a white powder. 1H NMR (400 MHz, DMSO-d6) δ 6.99 (s, 1H), 7.27-7.33 (m, 4H), 7.35-7.46 (m, 6H), 7.4... Starting materials: [H-].[Na+] (Sodium hydride), C(C)(C)(C)OC(CCC1=C(C=C(C=C1)C(=O)N1C2=C(NC=3N(N=CC3C1)C)C=CC=C2)C)=O (3-[2-methyl-4-(3-methyl-4,10-dihydro-3H-2,3,4,9-tetraaza-benzo[f]azulene-9-carbonyl)-phenyl]-propionic acid tert-butyl ester), CCOC(=O)C (EtOAc), CI (Methyl iodide). Solvent: CN(C)C=O (DMF). Run at time 20 minute. Yields the product C(C)(C)(C)OC(CCC1=C(C=C(C=C1)C(=O)N1C2=C(N(C=3N(N=CC3C1)C)C)C=CC=C2)C)=O (3-[4-(3,4-Dimethyl-4,10-dihydro-3H-2,3,4,9-tetraaza-benzo[f]azulene-9-carbonyl)-2-methyl-phenyl]-propionic Acid Tert-butyl Ester). Yield: 36.0%. Reaction SMILES: [H-].[Na+].[C:3]([O:7][C:8](=[O:35])[CH2:9][CH2:10][C:11]1[CH:16]=[CH:15][C:14]([C:17]([N:19]2[CH2:28][C:27]3[CH:26]=[N:25][N:24]([CH3:29])[C:23]=3[NH:22][C:21]3[CH:30]=[CH:31][CH:32]=[CH:33][C:20]2=3)=[O:18])=[CH:13][C:12]=1[CH3:34])([CH3:6])([CH3:5])[CH3:4].CI.[CH3:38]COC(C)=O>CN(C=O)C>[C:3]([O:7][C:8](=[O:35])[CH2:9][CH2:10][C:11]1[CH:16]=[CH:15][C:14]([C:17]([N:19]2[CH2:28][C:27]3[CH:26]=[N:25][N:24]([CH3:29])[C:23]=3[N:22]([CH3:38])[C:21]3[CH:30]=[CH:31][CH:32]=[CH:33][C:20]2=3)=[O:18])=[CH:13][C:12]=1[CH3:34])([CH3:6])([CH3:5])[CH3:4] |f:0.1|. Reported procedure: Sodium hydride (14 mg, 0.34 mmol) was added to a solution of 3-[2-methyl-4-(3-methyl-4,10-dihydro-3H-2,3,4,9-tetraaza-benzo[f]azulene-9-carbonyl)-phenyl]-propionic acid tert-butyl ester from Example E45 (125 mg, 0.28 mmol) in DMF (2 ml) at 0° C. The mixture was stirred for 20 min at room temperature then cooled down to 0° C. Methyl iodide (0.09 ml, 1.4 mmol) was added and the mixture was stirred for 20 h at room temperature. EtOAc was added and the mixture was washed with 0.3M KHSO4 then brine, ... Starting materials: FC1=C(N)C(=CC=C1)F (2,6-difluoroaniline), BrN1C(CCC1=O)=O (N-bromosuccinimide). Solvent: CN(C=O)C (dimethylformamide). The product is BrC1=CC(=C(N)C(=C1)F)F (4-bromo-2,6-difluoroaniline). Yield: 61.9%. As a reaction SMILES: [F:1][C:2]1[CH:8]=[CH:7][CH:6]=[C:5]([F:9])[C:3]=1[NH2:4].[Br:10]N1C(=O)CCC1=O>CN(C)C=O>[Br:10][C:7]1[CH:8]=[C:2]([F:1])[C:3]([NH2:4])=[C:5]([F:9])[CH:6]=1. Procedure: Fifty grams (0.39 mole) of 2,6-difluoroaniline was treated with 71.0 g (0.39 mole) of N-bromosuccinimide in 250 ml of dimethylformamide by the procedure of Mitchell, Lai and Williams, J. Org. Chem., 44, 4733 (1979) to give a total yield of 50.2 g (62%) of 4-bromo-2,6-difluoroaniline, m.p.: 64°-66° C. Reactants: CC(C)(C)[Si](C)(C)OCc1cc(O)cc(Nc2ccn(COCC[Si](C)(C)C)n2)n1, CN(C)c1ccncc1, CCOC(C)=O, ClC(Cl)Cl, Cl, O=S(=O)(OS(=O)(=O)C(F)(F)F)C(F)(F)F. The product is CC(C)(C)[Si](C)(C)OCc1cc(OS(=O)(=O)C(F)(F)F)cc(Nc2ccn(COCC[Si](C)(C)C)n2)n1. Reaction SMILES: [C:16]([CH3:17])([CH3:18])([CH3:19])[Si:20]([O:21][CH2:22][c:23]1[n:24][c:25]([NH:30][c:31]2[n:32][n:33]([CH2:36][O:37][CH2:38][CH2:39][Si:40]([CH3:41])([CH3:42])[CH3:43])[cH:34][cH:35]2)[cH:26][c:27]([OH:29])[cH:28]1)([CH3:44])[CH3:45].[CH3:51][N:52]([CH3:53])[c:54]1[cH:55][cH:56][n:57][cH:58][cH:59]1.[CH3:60][CH2:61][O:62][C:63](=[O:64])[CH3:65].[CH:46]([Cl:47])([Cl:48])[Cl:49].[ClH:50].[F:1][C:2]([F:3])([F:4])[S:5](=[O:6])(=[O:7])[O:8][S:9]([C:10]([F:11])([F:12])[F:13])(=[O:14])=[O:15]>>[F:1][C:2]([F:3])([F:4])[S:5](=[O:6])(=[O:7])[O:8][c:27]1[cH:26][c:25]([NH:30][c:31]2[n:32][n:33]([CH2:36][O:37][CH2:38][CH2:39][Si:40]([CH3:41])([CH3:42])[CH3:43])[cH:34][cH:35]2)[n:24][c:23]([CH2:22][O:21][Si:20]([C:16]([CH3:17])([CH3:18])[CH3:19])([CH3:44])[CH3:45])[cH:28]1. Reactants: COC=1C=CC=C2CCC(C12)NC1=NC2=CC=C(C=C2C=C1)N (rac-N2-(7-methoxy-indan-1-yl)-quinoline-2,6-diamine), CN1CCC(CC1)C(=O)O (1-methyl-piperidine-4-carboxylic acid). Yields the product COC=1C=CC=C2CCC(C12)NC1=NC2=CC=C(C=C2C=C1)NC(=O)C1CCN(CC1)C (rac-1-Methyl-piperidine-4-carboxylic acid [2-(7-methoxy-indan-1-ylamino)-quinolin-6-yl]-amide). Reaction SMILES: [CH3:1][O:2][C:3]1[CH:4]=[CH:5][CH:6]=[C:7]2[C:11]=1[CH:10]([NH:12][C:13]1[CH:22]=[CH:21][C:20]3[C:15](=[CH:16][CH:17]=[C:18]([NH2:23])[CH:19]=3)[N:14]=1)[CH2:9][CH2:8]2.[CH3:24][N:25]1[CH2:30][CH2:29][CH:28]([C:31](O)=[O:32])[CH2:27][CH2:26]1>>[CH3:1][O:2][C:3]1[CH:4]=[CH:5][CH:6]=[C:7]2[C:11]=1[CH:10]([NH:12][C:13]1[CH:22]=[CH:21][C:20]3[C:15](=[CH:16][CH:17]=[C:18]([NH:23][C:31]([CH:28]4[CH2:29][CH2:30][N:25]([CH3:24])[CH2:26][CH2:27]4)=[O:32])[CH:19]=3)[N:14]=1)[CH2:9][CH2:8]2. Reported procedure: The title compound was prepared in accordance with the general method 14 described in example 119 from rac-N2-(7-methoxy-indan-1-yl)-quinoline-2,6-diamine (Example 172) and 1-methyl-piperidine-4-carboxylic acid; MS: m/e=414.3 (M+H+).